This data is from the Open Reaction Database (ORD), a public repository of structured organic reaction records. The task is: describe an organic reaction: reactants, conditions, products, and yield Starting materials: CO, Oc1ccc2c(c1)CCCC(c1ccccc1)=C2c1ccc(OCCCCI)cc1, SCc1ccccn1. The product is Oc1ccc2c(c1)CCCC(c1ccccc1)=C2c1ccc(OCCCCSCc2ccccn2)cc1. RXN SMILES: [CH3:39][OH:40].[I:9][CH2:10][CH2:11][CH2:12][CH2:13][O:14][c:15]1[cH:16][cH:17][c:18]([C:21]2=[C:22]([c:33]3[cH:34][cH:35][cH:36][cH:37][cH:38]3)[CH2:23][CH2:24][CH2:25][c:26]3[c:27]2[cH:28][cH:29][c:30]([OH:32])[cH:31]3)[cH:19][cH:20]1.[SH:1][CH2:2][c:3]1[n:4][cH:5][cH:6][cH:7][cH:8]1>>[S:1]([CH2:2][c:3]1[n:4][cH:5][cH:6][cH:7][cH:8]1)[CH2:10][CH2:11][CH2:12][CH2:13][O:14][c:15]1[cH:16][cH:17][c:18]([C:21]2=[C:22]([c:33]3[cH:34][cH:35][cH:36][cH:37][cH:38]3)[CH2:23][CH2:24][CH2:25][c:26]3[c:27]2[cH:28][cH:29][c:30]([OH:32])[cH:31]3)[cH:19][cH:20]1. Conditions: temperature 100 celsius, time 2 hour. Solvent: C(C)O (ethanol), CN(C=O)C (dimethylformamide). Procedure: A solution of 4-hydroxymethylpyridine (20 g, 0.183 mol) in anhydrous dimethylformamide (70 ml) was treated with benzyl bromide (24 ml, 0.202 mol) and the mixture was stirred at 100° C. for two hours. The reaction was cooled to room temperature and diluted with absolute ethanol (250 ml). Sodium borohydride (8.7 g, 0.229 mol) was added portionwise and the mixture stirred at reflux for 3 hours. The solvent was evaporated in vacuo and the residue partitioned between dichloromethane and water. The or... Product: C(C1=CC=CC=C1)N1CCC(=CC1)CO (1-Benzyl-4-hydroxymethyl-1,2,3,6-tetrahydropyridine). As a reaction SMILES: [OH:1][CH2:2][C:3]1[CH:8]=[CH:7][N:6]=[CH:5][CH:4]=1.[CH2:9](Br)[C:10]1[CH:15]=[CH:14][CH:13]=[CH:12][CH:11]=1.[BH4-].[Na+]>CN(C)C=O.C(O)C>[CH2:9]([N:6]1[CH2:7][CH:8]=[C:3]([CH2:2][OH:1])[CH2:4][CH2:5]1)[C:10]1[CH:15]=[CH:14][CH:13]=[CH:12][CH:11]=1 |f:2.3|. Reactants: OCC1=CC=NC=C1 (4-hydroxymethylpyridine), C(C1=CC=CC=C1)Br (benzyl bromide), [BH4-].[Na+] (Sodium borohydride). Reactants: FC1=C(C(=CC=C1)F)C1=CC=C2C(=N1)C(=CN2S(=O)(=O)C2=CC=C(C)C=C2)C=2C=C(C=NC2)NC2CN(CCC2)C(=O)OC(C)(C)C (tert-butyl 3-(5-(5-(2,6-difluorophenyl)-1-tosyl-1H-pyrrolo[3,2-b]pyridin-3-yl)pyridin-3-ylamino)piperidine-1-carboxylate), [OH-].[Na+] (NaOH). Solvent: C1CCOC1 (THF). Reaction conditions: temperature 80 celsius, time 4 hour. Product: FC1=C(C(=CC=C1)F)C1=CC=C2C(=N1)C(=CN2)C=2C=C(C=NC2)NC2CN(CCC2)C(=O)OC(C)(C)C (tert-butyl 3-(5-(5-(2,6-difluorophenyl)-1H-pyrrolo[3,2-b]pyridin-3-yl)pyridin-3-ylamino)piperidine-1-carboxylate). Yield: 83.1%. As a reaction SMILES: [F:1][C:2]1[CH:7]=[CH:6][CH:5]=[C:4]([F:8])[C:3]=1[C:9]1[N:14]=[C:13]2[C:15]([C:28]3[CH:29]=[C:30]([NH:34][CH:35]4[CH2:40][CH2:39][CH2:38][N:37]([C:41]([O:43][C:44]([CH3:47])([CH3:46])[CH3:45])=[O:42])[CH2:36]4)[CH:31]=[N:32][CH:33]=3)=[CH:16][N:17](S(C3C=CC(C)=CC=3)(=O)=O)[C:12]2=[CH:11][CH:10]=1.[OH-].[Na+]>C1COCC1>[F:1][C:2]1[CH:7]=[CH:6][CH:5]=[C:4]([F:8])[C:3]=1[C:9]1[N:14]=[C:13]2[C:15]([C:28]3[CH:29]=[C:30]([NH:34][CH:35]4[CH2:40][CH2:39][CH2:38][N:37]([C:41]([O:43][C:44]([CH3:47])([CH3:46])[CH3:45])=[O:42])[CH2:36]4)[CH:31]=[N:32][CH:33]=3)=[CH:16][NH:17][C:12]2=[CH:11][CH:10]=1 |f:1.2|. Procedure: A solution of tert-butyl 3-(5-(5-(2,6-difluorophenyl)-1-tosyl-1H-pyrrolo[3,2-b]pyridin-3-yl)pyridin-3-ylamino)piperidine-1-carboxylate (33 mg, 0.050 mmol) in THF (1 mL) was treated with NaOH 10N (0.050 mL, 0.500 mmol). The reaction was heated to reflux at 80° C. After 4 h, the solution was cooled to 23° C., concentrated in vacuo and purified by silica gel chromatography (eluent: 1-6% MeOH/DCM), affording tert-butyl 3-(5-(5-(2,6-difluorophenyl)-1H-pyrrolo[3,2-b]pyridin-3-yl)pyridin-3-ylamino)pipe... Starting materials: CCOC(C)=O, CC(C)S(=O)(=O)Cl, ClCCl, NCCN1CCC(CNC(=O)c2cc(C(F)(F)F)cc(C(F)(F)F)c2)CC1, [Na+], O=C([O-])O, Cc1cccc(C)n1. Product: CC(C)S(=O)(=O)NCCN1CCC(CNC(=O)c2cc(C(F)(F)F)cc(C(F)(F)F)c2)CC1. RXN SMILES: [CH3:51][CH2:52][O:53][C:54]([CH3:55])=[O:56].[CH:36]([CH3:37])([CH3:38])[S:39](=[O:40])(=[O:41])[Cl:42].[Cl:48][CH2:49][Cl:50].[NH2:1][CH2:2][CH2:3][N:4]1[CH2:5][CH2:6][CH:7]([CH2:10][NH:11][C:12]([c:13]2[cH:14][c:15]([C:23]([F:24])([F:25])[F:26])[cH:16][c:17]([C:19]([F:20])([F:21])[F:22])[cH:18]2)=[O:27])[CH2:8][CH2:9]1.[Na+:47].[O-:43][C:44]([OH:45])=[O:46].[n:28]1[c:29]([CH3:30])[cH:31][cH:32][cH:33][c:34]1[CH3:35]>>[NH:1]([CH2:2][CH2:3][N:4]1[CH2:5][CH2:6][CH:7]([CH2:10][NH:11][C:12]([c:13]2[cH:14][c:15]([C:23]([F:24])([F:25])[F:26])[cH:16][c:17]([C:19]([F:20])([F:21])[F:22])[cH:18]2)=[O:27])[CH2:8][CH2:9]1)[S:39]([CH:36]([CH3:37])[CH3:38])(=[O:40])=[O:41]. Starting materials: CCO, CCOC(=O)CC(=O)NCC=C(C)CCC=C(C)CCC=C(C)C, Cl, [Na+], [OH-]. The product is CC(C)=CCCC(C)=CCCC(C)=CCNC(=O)CC(=O)O. As a reaction SMILES: [CH3:28][CH2:29][OH:30].[CH3:3][C:4](=[CH:5][CH2:6][NH:7][C:8]([CH2:9][C:10](=[O:11])[O:12][CH2:13][CH3:14])=[O:15])[CH2:16][CH2:17][CH:18]=[C:19]([CH2:20][CH2:21][CH:22]=[C:23]([CH3:24])[CH3:25])[CH3:26].[ClH:27].[Na+:2].[OH-:1]>>[CH3:3][C:4](=[CH:5][CH2:6][NH:7][C:8]([CH2:9][C:10](=[O:11])[OH:12])=[O:15])[CH2:16][CH2:17][CH:18]=[C:19]([CH2:20][CH2:21][CH:22]=[C:23]([CH3:24])[CH3:25])[CH3:26]. The reactants are [K+].CC=1C=CC(=NC1)S(=O)(=O)[NH-] (5-methyl-2-pyridine sulfonamide potassium salt), ClC1=NC(=NC(=C1OC1=C(C=CC=C1)OC)Cl)C (4,6-dichloro-5-(o-methoxyphenoxy)-2-methyl-pyrimidine), O (water). Solvent: CS(=O)C (DMSO). Reaction conditions: time 48 hour. Product: CC=1C=CC(=NC1)S(=O)(=O)NC1=NC(=NC(=C1OC1=C(C=CC=C1)OC)Cl)C (5-methyl-N-[6-chloro-5-(o-methoxyphenoxy)-2-methyl-4-pyrimidinyl]-2-pyridine sulfonamide). The yield is 76.6%. RXN SMILES: [K+].[CH3:2][C:3]1[CH:4]=[CH:5][C:6]([S:9]([NH-:12])(=[O:11])=[O:10])=[N:7][CH:8]=1.[Cl:13][C:14]1[C:19]([O:20][C:21]2[CH:26]=[CH:25][CH:24]=[CH:23][C:22]=2[O:27][CH3:28])=[C:18](Cl)[N:17]=[C:16]([CH3:30])[N:15]=1.O>CS(C)=O>[CH3:2][C:3]1[CH:4]=[CH:5][C:6]([S:9]([NH:12][C:18]2[C:19]([O:20][C:21]3[CH:26]=[CH:25][CH:24]=[CH:23][C:22]=3[O:27][CH3:28])=[C:14]([Cl:13])[N:15]=[C:16]([CH3:30])[N:17]=2)(=[O:11])=[O:10])=[N:7][CH:8]=1 |f:0.1|. Procedure details: At room temperature 2.95 g of 5-methyl-2-pyridine sulfonamide potassium salt (Example 3c) was added to a suspension of 2 g of 4,6-dichloro-5-(o-methoxyphenoxy)-2-methyl-pyrimidine (Example 7b) in 30 ml DMSO. The mixture was stirred at room temperature for 48 h and was then poured onto 300 ml of water. The aqueous solution was extracted twice with 200 ml of diethyl ether. The organic layers were extracted with water and the aqueous layers were combined and acidified with 3 ml of acetic acid to pH... The reactants are O=C(n1ccnc1)n1ccnc1, C1CCC2=NCCCN2CC1, CC(C)(C)O, CN(C)C=O, O, O=C(O)CCc1ccc(O)cc1. Product: CC(C)(C)OC(=O)CCc1ccc(O)cc1. Reaction SMILES: [C:13]([n:14]1[cH:15][cH:16][n:17][cH:18]1)([n:19]1[cH:20][cH:21][n:22][cH:23]1)=[O:24].[CH2:25]1[CH2:26][CH2:27][C:28]2=[N:33][CH2:32][CH2:31][CH2:30][N:29]2[CH2:34][CH2:35]1.[CH3:36][C:37]([CH3:38])([CH3:39])[OH:40].[O:41]=[CH:42][N:43]([CH3:44])[CH3:45].[OH2:46].[OH:1][C:2](=[O:3])[CH2:4][CH2:5][c:6]1[cH:7][cH:8][c:9]([OH:10])[cH:11][cH:12]1>>[O:1]=[C:2]([O:3][C:37]([CH3:36])([CH3:38])[CH3:39])[CH2:4][CH2:5][c:6]1[cH:7][cH:8][c:9]([OH:10])[cH:11][cH:12]1. The reactants are Cl.FC(CN=C(NC=1SC(=C(N1)CCCCN1C(C=2C(C1=O)=CC=CC2)=O)C)N)(F)F (2-[2-(2,2,2-trifluoroethyl)guanidino]-4-(4-phthalimidobutyl)-5-methylthiazole hydrochloride), Cl (hydrochloric acid), [OH-].[Na+] (sodium hydroxide). The solvent is O (water), C(C)O (ethanol). Conditions: time 1 hour. Product: Cl.Cl.FC(CN=C(NC=1SC(=C(N1)CCCCN)C)N)(F)F (2-[2-(2,2,2-trifluoroethyl)guanidino]-4-(4-aminobutyl)-5-methylthiazole dihydrochloride). Isolated yield 128.6%. RXN SMILES: [ClH:1].[F:2][C:3]([F:31])([F:30])[CH2:4][N:5]=[C:6]([NH2:29])[NH:7][C:8]1[S:9][C:10]([CH3:28])=[C:11]([CH2:13][CH2:14][CH2:15][CH2:16][N:17]2C(=O)C3=CC=CC=C3C2=O)[N:12]=1.[OH-].[Na+].Cl>O.C(O)C>[ClH:1].[ClH:1].[F:31][C:3]([F:2])([F:30])[CH2:4][N:5]=[C:6]([NH2:29])[NH:7][C:8]1[S:9][C:10]([CH3:28])=[C:11]([CH2:13][CH2:14][CH2:15][CH2:16][NH2:17])[N:12]=1 |f:0.1,2.3,7.8.9|. Procedure: To a mixture of 2-[2-(2,2,2-trifluoroethyl)guanidino]-4-(4-phthalimidobutyl)-5-methylthiazole hydrochloride (0.60 g.) in water (2 ml.) and ethanol (2 ml.) was added sodium hydroxide pellets (0.2 g.). The resulting yellow solution was heated on a steam bath for 10 minutes and then allowed to cool to ambient temperature. The reaction mixture was adjusted to pH3 by addition of 2N hydrochloric acid and then reheated on a steam bath for 1 hour. After cooling to ambient temperature the mixture was ext...